Dataset: the Open Reaction Database (ORD), a public repository of structured organic reaction records. Task: describe an organic reaction: reactants, conditions, products, and yield Starting materials: CCO, Cl, [H][H], O=[N+]([O-])c1cnc2nc(C(F)(F)F)n(O)c2c1, O, [Pd]. Yields the product Nc1cnc2nc(C(F)(F)F)n(O)c2c1. RXN SMILES: [CH3:18][CH2:19][OH:20].[ClH:21].[H:22][H:23].[N+:1]([O-:2])(=[O:3])[c:4]1[cH:5][c:6]2[c:7]([n:8][cH:9]1)[n:10][c:11]([C:14]([F:15])([F:16])[F:17])[n:12]2[OH:13].[OH2:24].[Pd:25]>>[NH2:1][c:4]1[cH:5][c:6]2[c:7]([n:8][cH:9]1)[n:10][c:11]([C:14]([F:15])([F:16])[F:17])[n:12]2[OH:13]. Reactants: CCOC(=O)C(C)Br, C[O-], CS(C)=O, [Na+], Oc1ncn(-c2ccc(Cl)cc2Cl)n1. The product is CCOC(=O)C(C)Oc1ncn(-c2ccc(Cl)cc2Cl)n1. RXN SMILES: [Br:18][CH:19]([C:20](=[O:21])[O:22][CH2:23][CH3:24])[CH3:25].[CH3:15][O-:16].[CH3:26][S:27]([CH3:28])=[O:29].[Na+:17].[OH:1][c:2]1[n:3][n:4](-[c:7]2[c:8]([Cl:14])[cH:9][c:10]([Cl:13])[cH:11][cH:12]2)[cH:5][n:6]1>>[O:1]([c:2]1[n:3][n:4](-[c:7]2[c:8]([Cl:14])[cH:9][c:10]([Cl:13])[cH:11][cH:12]2)[cH:5][n:6]1)[CH:19]([C:20](=[O:21])[O:22][CH2:23][CH3:24])[CH3:25]. Reactants: C(C)C(N(CP(=S)(CCCC)CCCC)C(=O)OCC1=CC=CC=C1)C(=O)O (Ethyl N-carbobenzoxy-N-(dibutylthiophosphinylmethyl)-glycine), Br (hydrogen bromide), CCOCC (Ether). Run in C(C)(=O)O (acetic acid). Product: C(C)N(CC(=O)O)CP(=S)(CCCC)CCCC (ethyl N-(dibutylthiophosphinylmethyl)glycine). Reaction SMILES: C([CH:3]([C:26]([OH:28])=[O:27])[N:4]([C:16](OCC1C=CC=CC=1)=O)[CH2:5][P:6]([CH2:12][CH2:13][CH2:14][CH3:15])([CH2:8][CH2:9][CH2:10][CH3:11])=[S:7])C.Br.[CH3:30]COCC>C(O)(=O)C>[CH2:16]([N:4]([CH2:5][P:6]([CH2:12][CH2:13][CH2:14][CH3:15])([CH2:8][CH2:9][CH2:10][CH3:11])=[S:7])[CH2:3][C:26]([OH:28])=[O:27])[CH3:30]. Procedure: Ethyl N-carbobenzoxy-N-(dibutylthiophosphinylmethyl)-glycine (2 g., 0.0046 mole) was reacted with 36% hydrogen bromide (10 ml) in glacial acetic acid at 0° C. Ether was added and the oily precipitate was isolated by decanting the ether layer. The oil was washed with ether twice, then suspended in benzene and treated with propylene oxide. The solution was concentrated in vacuo to yield ethyl N-(dibutylthiophosphinylmethyl)glycine as an amber oil, ND22 =1.4820. Reactants: dithioketal, C(=O)([O-])[O-].[Ca+2] (CaCO3), C1CCOC1 (THF), CCOCC (Et2O). The reagents and catalysts are O.O.O.Cl(=O)(=O)(=O)[O-].[Hg+2].Cl(=O)(=O)(=O)[O-] (mercury (II) perchlorate trihydrate), [Hg] (mercury). The solvent is O (H2O), O (H2O), O (H2O). Conditions: time 15 minute. The product is [C@@H]12CC(C[C@@H](OC1)O2)=O ([1R,5S]6,8-Dioxabicyclo[3.2.1]octan-3-one). RXN SMILES: [C:1]([O-:4])([O-])=[O:2].[Ca+2].CC[O:8][CH2:9][CH3:10].[CH2:11]1[CH2:15]OC[CH2:12]1>O.O.O.O.Cl([O-])(=O)(=O)=O.[Hg+2].Cl([O-])(=O)(=O)=O.[Hg]>[C@H:11]12[O:4][C@H:1]([O:2][CH2:15]1)[CH2:10][C:9](=[O:8])[CH2:12]2 |f:0.1,5.6.7.8.9.10|. Procedure details: To a vigorously stirred mixture of the dithioketal from Step 6 (0.76 g) and CaCO3 (0.42 g) in THF (12 mL) and H2O (2.3 mL) was added in 10 min. a solution of mercury (II) perchlorate trihydrate (1.73 g; Aldrich) in H2O (1 mL). The mixture was stirred for 40 min. at r.t. before another portion of mercury salt solution (0.56 g in 0.2 mL of H2O) was slowly added. After 15 min., Et2O (50 mL) was added and the reaction mixture was filtered. The organic tiltrate was dried (MgSO4) and evaporated to aff... Starting materials: C(C)(C)N(CC)C(C)C (diisopropylethylamine), ClC=1N=C(NC1CC)C(=O)N[C@@H]1[C@@H](CN(CC1)C=1SC(=CN1)C(=O)O)OC (cis(±)-2-(4-{[(4-chloro-5-ethyl-1H-imidazol-2-yl)carbonyl]amino}-3-methoxypiperidin-1-yl)-1,3-thiazole-5-carboxylic acid), C=1C=CC2=C(C1)N=NN2O (HOBT), Cl.CNC (dimethylamine hydrochloride), CCN=C=NCCCN(C)C.Cl (WSC hydrochloride). The solvent is ClCCl (dichloromethane), CC(=O)N(C)C (DMA). Yields the product ClC=1N=C(NC1CC)C(=O)N[C@@H]1[C@@H](CN(CC1)C=1SC(=CN1)C(=O)N(C)C)OC (cis(±)-2-(4-{[(4-Chloro-5-ethyl-1H-imidazol-2-yl)carbonyl]amino}-3-methoxypiperidin-1-yl)-N,N-dimethyl-1,3-thiazole-5-carboxylic acid amide). Isolated yield 93.2%. As a reaction SMILES: [Cl:1][C:2]1[N:3]=[C:4]([C:9]([NH:11][C@H:12]2[CH2:17][CH2:16][N:15]([C:18]3[S:19][C:20]([C:23](O)=[O:24])=[CH:21][N:22]=3)[CH2:14][C@H:13]2[O:26][CH3:27])=[O:10])[NH:5][C:6]=1[CH2:7][CH3:8].Cl.[CH3:29][NH:30][CH3:31].CCN=C=NCCCN(C)C.Cl.C1C=CC2N(O)N=NC=2C=1.C(N(C(C)C)CC)(C)C>CC(N(C)C)=O.ClCCl>[Cl:1][C:2]1[N:3]=[C:4]([C:9]([NH:11][C@H:12]2[CH2:17][CH2:16][N:15]([C:18]3[S:19][C:20]([C:23]([N:30]([CH3:31])[CH3:29])=[O:24])=[CH:21][N:22]=3)[CH2:14][C@H:13]2[O:26][CH3:27])=[O:10])[NH:5][C:6]=1[CH2:7][CH3:8] |f:1.2,3.4|. Procedure: The same operation as in Example (1g) was performed using cis(±)-2-(4-{[(4-chloro-5-ethyl-1H-imidazol-2-yl)carbonyl]amino}-3-methoxypiperidin-1-yl)-1,3-thiazole-5-carboxylic acid obtained in Example (11b) (40 mg, 0.09 mmol), dimethylamine hydrochloride (9 mg, 0.11 mmol), WSC hydrochloride (61 mg, 0.32 mmol), HOBT (22 mg, 0.16 mmol), diisopropylethylamine (0.020 mL, 0.12 mmol), dichloromethane (0.75 mL) and DMA (0.75 mL), to obtain 37 mg of the title compound as a white solid (87%). The reactants are [OH-].[Li+] (lithium hydroxide), 3,3-ethylenedioxy ester, C(C1=CC=CC=C1)(=O)O[C@@H]1[C@]2(C)[C@@H](CC1)[C@@H]1CC=C3CC4(CC[C@]3(C(F)F)[C@H]1CC2)OCCO4 (3,3-ethylenedioxy-19,19-difluoroandrost-5-ene-17β-ol benzoate). The solvent is CO (methanol), O1CCCC1 (tetrahydrofuran). Product: C1OC2(CC3=CC[C@H]4[C@@H]5CC[C@@H]([C@@]5(C)CC[C@@H]4[C@]3(CC2)C(F)F)O)OC1 (3,3-ethylenedioxy-19,19-difluoroandrost-5-en-17β-ol). As a reaction SMILES: [OH-].[Li+].C([O:11][C@H:12]1[CH2:17][CH2:16][C@H:15]2[C@H:18]3[C@H:30]([CH2:31][CH2:32][C@:13]12[CH3:14])[C@:26]1([CH:27]([F:29])[F:28])[C:21]([CH2:22][C:23]2([O:36][CH2:35][CH2:34][O:33]2)[CH2:24][CH2:25]1)=[CH:20][CH2:19]3)(=O)C1C=CC=CC=1>O1CCCC1.CO>[CH2:35]1[CH2:34][O:33][C:23]2([CH2:24][CH2:25][C@@:26]3([CH:27]([F:29])[F:28])[C:21](=[CH:20][CH2:19][C@@H:18]4[C@@H:30]3[CH2:31][CH2:32][C@@:13]3([CH3:14])[C@H:15]4[CH2:16][CH2:17][C@@H:12]3[OH:11])[CH2:22]2)[O:36]1 |f:0.1|. Procedure details: A solution of this 3,3-ethylenedioxy ester (4.73 g) in 50 ml of tetrahydrofuran is chilled to 0° C., treated with 10 ml of 1N lithium hydroxide in methanol and allowed to warm to room temperature. The reaction is monitored by thin layer chromatography. When all of the ester has been hydrolyzed, the solution is concentrated and diluted with ether. The mixture is washed three times with water and once with brine, dried over magnesium sulfate, and concentrated. The residue is crystallized from ethy... Starting materials: CO (methanol), ClC=1C=CC=2C(=C3C(=NC2C1)C(NNC3=O)=O)O (7-chloro-2,3-dihydro-10-hydroxypyridazino[4,5-b]quinoline-1,4-dione), C1(=CC=CC=C1)C (Toluene), [OH-].OCC[N+](C)(C)C (choline hydroxide). The solvent is O (water). Yields the product OCC[N+](C)(C)C.ClC=1C=CC=2C(=C3C(=NC2C1)C(NNC3=O)=O)O (7-Chloro-2,3-dihydro-10-hydroxypyridazino[4,5-b]quinoline-1,4-dione choline salt). The yield is 55.0%. As a reaction SMILES: [Cl:1][C:2]1[CH:3]=[CH:4][C:5]2[C:6]([OH:18])=[C:7]3[C:15](=[O:16])[NH:14][NH:13][C:12](=[O:17])[C:8]3=[N:9][C:10]=2[CH:11]=1.[OH-].[OH:20][CH2:21][CH2:22][N+:23]([CH3:26])([CH3:25])[CH3:24].C1(C)C=CC=CC=1.CO>O>[OH:20][CH2:21][CH2:22][N+:23]([CH3:26])([CH3:25])[CH3:24].[Cl:1][C:2]1[CH:3]=[CH:4][C:5]2[C:6]([OH:18])=[C:7]3[C:15](=[O:16])[NH:14][NH:13][C:12](=[O:17])[C:8]3=[N:9][C:10]=2[CH:11]=1 |f:1.2,6.7|. Procedure: To a stirred suspension of 7-chloro-2,3-dihydro-10-hydroxypyridazino[4,5-b]quinoline-1,4-dione (1.00 g, 3.8 mM) in water (40 mL) was added choline hydroxide (0.86 mL, 3.8 mM, 50 weight per cent, aqueous solution). Toluene (250 mL) was added to the resulting solution and the mixture was concentrated using a rotary evaporator. The residue was diluted with toluene (250 mL) and the resulting mixture concentrated again to provide a yellow residue. This residue was stirred for 60 hr with methanol (25 ... Starting materials: CN(C)CCOc1ccc2c(c1)OC(C)(C)C=C2c1cccc(C(F)(F)F)c1, CCO, Cl, [H][H]. Yields the product CN(C)CCOc1ccc2c(c1)OC(C)(C)CC2c1cccc(C(F)(F)F)c1, Cl. As a reaction SMILES: [CH3:2][C:3]1([CH3:29])[O:4][c:5]2[cH:6][c:7]([O:23][CH2:24][CH2:25][N:26]([CH3:27])[CH3:28])[cH:8][cH:9][c:10]2[C:11]([c:13]2[cH:14][c:15]([C:19]([F:20])([F:21])[F:22])[cH:16][cH:17][cH:18]2)=[CH:12]1.[CH3:32][CH2:33][OH:34].[ClH:1].[H:30][H:31]>>[CH3:2][C:3]1([CH3:29])[O:4][c:5]2[cH:6][c:7]([O:23][CH2:24][CH2:25][N:26]([CH3:27])[CH3:28])[cH:8][cH:9][c:10]2[CH:11]([c:13]2[cH:14][c:15]([C:19]([F:20])([F:21])[F:22])[cH:16][cH:17][cH:18]2)[CH2:12]1.[ClH:1]. Starting materials: ClC=1C=NC2=CC=C(C=C2C1C(CCC1(CCNCC1)C(=O)OC)O)OC (methyl 4-[3-(3-chloro-6-methoxyquinolin-4-yl)-3-(R,S)-hydroxypropyl]piperidine-4-carboxylate), BrCCOC1=CC(=CC(=C1)F)F (1-(2-bromoethoxy)-3,5-difluorobenzene), C([O-])([O-])=O.[K+].[K+] (potassium carbonate). Run in C(C)#N (acetonitrile). Conditions: temperature 80 celsius, time 20 hour. Yields the product ClC=1C=NC2=CC=C(C=C2C1C1OC(C2(CC1)CCN(CC2)CCOC2=CC(=CC(=C2)F)F)=O)OC (3-(3-chloro-6-methoxyquinolin-4-yl)-9-[2-(3,5-difluorophenoxy)ethyl]-2-oxa-9-azaspiro[5.5]undecan-1-one). The yield is 83.6%. RXN SMILES: [Cl:1][C:2]1[CH:3]=[N:4][C:5]2[C:10]([C:11]=1[CH:12]([OH:25])[CH2:13][CH2:14][C:15]1([C:21](OC)=[O:22])[CH2:20][CH2:19][NH:18][CH2:17][CH2:16]1)=[CH:9][C:8]([O:26][CH3:27])=[CH:7][CH:6]=2.Br[CH2:29][CH2:30][O:31][C:32]1[CH:37]=[C:36]([F:38])[CH:35]=[C:34]([F:39])[CH:33]=1.C(=O)([O-])[O-].[K+].[K+]>C(#N)C>[Cl:1][C:2]1[CH:3]=[N:4][C:5]2[C:10]([C:11]=1[CH:12]1[CH2:13][CH2:14][C:15]3([CH2:20][CH2:19][N:18]([CH2:29][CH2:30][O:31][C:32]4[CH:33]=[C:34]([F:39])[CH:35]=[C:36]([F:38])[CH:37]=4)[CH2:17][CH2:16]3)[C:21](=[O:22])[O:25]1)=[CH:9][C:8]([O:26][CH3:27])=[CH:7][CH:6]=2 |f:2.3.4|. Reported procedure: A mixture of 1 g of methyl 4-[3-(3-chloro-6-methoxyquinolin-4-yl)-3-(R,S)-hydroxypropyl]piperidine-4-carboxylate, 0.8 g of 1-(2-bromoethoxy)-3,5-difluorobenzene and 0.42 g of potassium carbonate in 45 cm3 of acetonitrile was maintained at a temperature of 80° C. with stirring and under an argon atmosphere for 20 hours. The suspension was filtered, the insoluble material was washed with ethyl acetate and the filtrate was then concentrated to dryness under reduced pressure (2 kPa) at a temperature...